Dataset: the Open Reaction Database (ORD), a public repository of structured organic reaction records. Task: describe an organic reaction: reactants, conditions, products, and yield The reactants are CCO, Cl, COCC(=O)NC1CCOc2c(F)cccc21. Yields the product NC1CCOc2c(F)cccc21. RXN SMILES: [CH3:19][CH2:20][OH:21].[ClH:18].[F:1][c:2]1[cH:3][cH:4][cH:5][c:6]2[c:11]1[O:10][CH2:9][CH2:8][CH:7]2[NH:12][C:13](=[O:14])[CH2:15][O:16][CH3:17]>>[F:1][c:2]1[cH:3][cH:4][cH:5][c:6]2[c:11]1[O:10][CH2:9][CH2:8][CH:7]2[NH2:12].